From a dataset of the Open Reaction Database (ORD), a public repository of structured organic reaction records. describe an organic reaction: reactants, conditions, products, and yield Starting materials: C(=O)C1=CC=C(C=C1)C(C(=O)OCC)C (ethyl 2-(4-formylphenyl)propionate), S1(CCCC1)(=O)=O (Tetrahydrothiophene-1,1-dioxide), solution, C(CCC)[Li] (n-butyllithium). Run in O1CCCC1 (tetrahydrofuran), O1CCCC1 (tetrahydrofuran), CCCCCC (hexane). Conditions: temperature 0 celsius, time 30 minute. Yields the product O=S1(C(CCC1)C(C1=CC=C(C=C1)C(C(=O)OCC)C)O)=O (Ethyl 2-{4-[(1,1-dioxotetrahydro-1λ6-thiophen-2-yl)hydroxymethyl]phenyl}propionate). The yield is 33.7%. Reaction SMILES: [S:1]1(=[O:7])(=[O:6])[CH2:5][CH2:4][CH2:3][CH2:2]1.C([Li])CCC.[CH:13]([C:15]1[CH:20]=[CH:19][C:18]([CH:21]([CH3:27])[C:22]([O:24][CH2:25][CH3:26])=[O:23])=[CH:17][CH:16]=1)=[O:14]>O1CCCC1.CCCCCC>[O:6]=[S:1]1(=[O:7])[CH2:5][CH2:4][CH2:3][CH:2]1[CH:13]([OH:14])[C:15]1[CH:16]=[CH:17][C:18]([CH:21]([CH3:27])[C:22]([O:24][CH2:25][CH3:26])=[O:23])=[CH:19][CH:20]=1. Procedure details: Tetrahydrothiophene-1,1-dioxide (1.5 g) was dissolved in tetrahydrofuran (10 ml), and to the solution was added dropwise a 1.6 M solution of n-butyllithium in hexane (6.0 ml) at −60° C. The reaction mixture was gradually warmed to 0° C., stirred at the same temperature for 30 minutes, then a solution of ethyl 2-(4-formylphenyl)propionate (1.5 g) in tetrahydrofuran (2.0 ml) was added dropwise at 0° C., and the mixture was stirred at room temperature for 2 days. The reaction mixture was quenched w... Starting materials: FC1=CC(=C(C=C1)N1C[C@H](N(CC1)S(=O)(=O)C1=CC=C(S1)C1CCN(CC1)C(=O)OC(C)(C)C)C)C(F)(F)F ((R)-tert-butyl 4-(5-(4-(4-fluoro-2-(trifluoromethyl)phenyl)-2-methylpiperazin-1-ylsulfonyl)thiophen-2-yl)piperidine-1-carboxylate). The solvent is C(Cl)Cl (DCM), C(=O)(C(F)(F)F)O (TFA). Yields the product FC1=CC(=C(C=C1)N1C[C@H](N(CC1)S(=O)(=O)C=1SC(=CC1)C1CCNCC1)C)C(F)(F)F ((2R)-4-[4-fluoro-2-(trifluoromethyl)phenyl]-2-methyl-1-[(5-piperidin-4-yl-2-thienyl)sulfonyl]piperazine). Isolated yield 60.3%. RXN SMILES: [F:1][C:2]1[CH:7]=[CH:6][C:5]([N:8]2[CH2:13][CH2:12][N:11]([S:14]([C:17]3[S:21][C:20]([CH:22]4[CH2:27][CH2:26][N:25](C(OC(C)(C)C)=O)[CH2:24][CH2:23]4)=[CH:19][CH:18]=3)(=[O:16])=[O:15])[C@H:10]([CH3:35])[CH2:9]2)=[C:4]([C:36]([F:39])([F:38])[F:37])[CH:3]=1>C(Cl)Cl.C(O)(C(F)(F)F)=O>[F:1][C:2]1[CH:7]=[CH:6][C:5]([N:8]2[CH2:13][CH2:12][N:11]([S:14]([C:17]3[S:21][C:20]([CH:22]4[CH2:27][CH2:26][NH:25][CH2:24][CH2:23]4)=[CH:19][CH:18]=3)(=[O:16])=[O:15])[C@H:10]([CH3:35])[CH2:9]2)=[C:4]([C:36]([F:38])([F:37])[F:39])[CH:3]=1. Procedure: Prepared according to the synthesis of Example 29EY in Step 4C from (R)-tert-butyl 4-(5-(4-(4-fluoro-2-(trifluoromethyl)phenyl)-2-methylpiperazin-1-ylsulfonyl)thiophen-2-yl)piperidine-1-carboxylate (150 mg, 0.253 mmol) in DCM (3 mL) and TFA (1 mL), purified by SiO2 column eluted with EtOAc/MeOH to give the titled compound as a white solid (75 mg, 60%). HRMS: calcd for C21H25F4N3O2S2+H+, 492.13970. found (ESI-FTMS, [M+H]1+), 492.14043. Reactants: C(C)(=O)O (acetic acid), N1=CC=CC=C1 (pyridine), 4-dimethyl aminopyridine, OC12OC3=C(C1(C(C1=CC=CC=C12)=O)O)C=C(C=C3)CCC (4b,9b-Dihydroxy-8-propyl-4bH-benzo[d]indeno[1,2-b]-furan-10(9bH)-one), C1CCOC1 (THF). Reaction conditions: time 12 hour. The product is C(C)(=O)OC1=C(C=C(C=C1)CCC)C1(C(C2=CC=CC=C2C1=O)=O)OC(C)=O (2-(2-Acetoxy-1,3-dioxo-2,3-dihydro-1H-inden-2-yl)-4-propylphenyl acetate). The yield is 56.0%. RXN SMILES: [OH:1][C:2]12[C:13]3[C:8](=[CH:9][CH:10]=[CH:11][CH:12]=3)[C:7](=[O:14])[C:6]1([OH:15])[C:5]1[CH:16]=[C:17]([CH2:20][CH2:21][CH3:22])[CH:18]=[CH:19][C:4]=1[O:3]2.[C:23]([OH:26])(=O)[CH3:24].N1C=CC=CC=1.C1C[O:36][CH2:35][CH2:34]1>>[C:35]([O:3][C:4]1[CH:19]=[CH:18][C:17]([CH2:20][CH2:21][CH3:22])=[CH:16][C:5]=1[C:6]1([O:15][C:23](=[O:26])[CH3:24])[C:7](=[O:14])[C:8]2[C:13](=[CH:12][CH:11]=[CH:10][CH:9]=2)[C:2]1=[O:1])(=[O:36])[CH3:34]. Procedure: 4b,9b-Dihydroxy-8-propyl-4bH-benzo[d]indeno[1,2-b]-furan-10(9bH)-one (0.80 g, 2.70 mmol) was dissolved in anhydrous THF (20 ml). This solution was added with anhydrous acetic acid (0.55 ml, 5.40 mmol), pyridine (0.21 ml, 2.7 mmol), and 4-dimethyl aminopyridine (0.08 g), and stirred at room temperature for 12 hrs. After the reaction mixture was extracted with dichloromethane, the organic layer was concentrated and purified using column chromatography (ethylacetate:hexane=1:4) to afford the title ... Reactants: BrC1=NC=CC=N1 (2-bromopyrimidine), NCCCN (1,3diaminopropane), [Na] (sodium). The solvent is C(C)O (ethanol). Product: NCCCNC1=NC=CC=N1 (2-(3-aminopropylamino)pyrimidine). RXN SMILES: Br[C:2]1[N:7]=[CH:6][CH:5]=[CH:4][N:3]=1.[NH2:8][CH2:9][CH2:10][CH2:11][NH2:12].[Na]>C(O)C>[NH2:8][CH2:9][CH2:10][CH2:11][NH:12][C:2]1[N:7]=[CH:6][CH:5]=[CH:4][N:3]=1 |^1:12|. Procedure: Reaction of 2-bromopyrimidine with 1,3diaminopropane in ethanol containing sodium ethoride gives 2-(3-aminopropylamino)pyrimidine. Procedure: A solution of 0.20 gm (1.35 mMol) of 5-methoxypyrrolo-[3,2-b]pyridine, 0.23 mg (4.05 mMol) potassium hydroxide, and 0.31 gm (2.03 mMol) 4-piperidone hydrochloride monohydrate 5 mL methanol was heated at reflux for 18 hours. The reaction mixture was then concentrated under reduced pressure and the residue partitioned between water and 3:1 chloroform:isopropanol. The organic phase was washed with saturated aqueous sodium chloride, dried over sodium sulfate and concentrated under reduced pressure. ... As a reaction SMILES: [CH3:1][O:2][C:3]1[N:8]=[C:7]2[CH:9]=[CH:10][NH:11][C:6]2=[CH:5][CH:4]=1.[OH-].[K+].O.Cl.[NH:16]1[CH2:21][CH2:20][C:19](=O)[CH2:18][CH2:17]1>>[CH3:1][O:2][C:3]1[N:8]=[C:7]2[C:9]([C:19]3[CH2:20][CH2:21][NH:16][CH2:17][CH:18]=3)=[CH:10][NH:11][C:6]2=[CH:5][CH:4]=1 |f:1.2,3.4.5|. Reactants: COC1=CC=C2C(=N1)C=CN2 (5-methoxypyrrolo-[3,2-b]pyridine), [OH-].[K+] (potassium hydroxide), O.Cl.N1CCC(CC1)=O (4-piperidone hydrochloride monohydrate). The product is COC1=CC=C2C(=N1)C(=CN2)C=2CCNCC2 (5-methoxy-3-(1,2,3,6-tetrahydropyridin-4-yl)pyrrolo[3,2-b]pyridine). Isolated yield 67.8%. The reactants are BrC1=CC2=C(N(C(=N2)CC(C)(C)C)CC2CCOCC2)C=C1 (5-Bromo-2-(2,2-dimethylpropyl)-1-(tetrahydro-2H-pyran-4-ylmethyl)-1H-benzimidazole), C(C)(C)N(C(C)C)CC (N,N-diisopropylethylamine), SCC(=O)OC (methyl mercaptoacetate), C1(=CC=CC=C1)P(C1=CC=CC=2C(C3=CC=CC(=C3OC12)P(C1=CC=CC=C1)C1=CC=CC=C1)(C)C)C1=CC=CC=C1 (4,5-bis(diphenylphosphino)-9,9-dimethylxanthene). The reagents and catalysts are C=1C=CC(=CC1)/C=C/C(=O)/C=C/C2=CC=CC=C2.C=1C=CC(=CC1)/C=C/C(=O)/C=C/C2=CC=CC=C2.C=1C=CC(=CC1)/C=C/C(=O)/C=C/C2=CC=CC=C2.[Pd].[Pd] (tris(dibenzylideneacetone)dipalladium(0)). Run in O1CCOCC1 (1,4-dioxane). Yields the product CC(CC1=NC2=C(N1CC1CCOCC1)C=CC(=C2)SCC(=O)OC)(C)C (Methyl {[2-(2,2-dimethyl propyl)-1-(tetrahydro-2H-pyran-4-ylmethyl)-1H-benzimidazol-5-yl]thio}acetate). The yield is 99.3%. Reaction SMILES: Br[C:2]1[CH:22]=[CH:21][C:5]2[N:6]([CH2:14][CH:15]3[CH2:20][CH2:19][O:18][CH2:17][CH2:16]3)[C:7]([CH2:9][C:10]([CH3:13])([CH3:12])[CH3:11])=[N:8][C:4]=2[CH:3]=1.C(N(CC)C(C)C)(C)C.[SH:32][CH2:33][C:34]([O:36][CH3:37])=[O:35].C1(P(C2C=CC=CC=2)C2C3OC4C(=CC=CC=4P(C4C=CC=CC=4)C4C=CC=CC=4)C(C)(C)C=3C=CC=2)C=CC=CC=1>O1CCOCC1.C1C=CC(/C=C/C(/C=C/C2C=CC=CC=2)=O)=CC=1.C1C=CC(/C=C/C(/C=C/C2C=CC=CC=2)=O)=CC=1.C1C=CC(/C=C/C(/C=C/C2C=CC=CC=2)=O)=CC=1.[Pd].[Pd]>[CH3:11][C:10]([CH3:13])([CH3:12])[CH2:9][C:7]1[N:6]([CH2:14][CH:15]2[CH2:20][CH2:19][O:18][CH2:17][CH2:16]2)[C:5]2[CH:21]=[CH:22][C:2]([S:32][CH2:33][C:34]([O:36][CH3:37])=[O:35])=[CH:3][C:4]=2[N:8]=1 |f:5.6.7.8.9|. Procedure details: A mixture of 5-bromo-2-(2,2-dimethylpropyl)-1-(tetrahydro-2H-pyran-4-ylmethyl)-1H-benzimidazole (Step C, 300 mg, 0.82 mmol), N,N-diisopropylethylamine (286 μL, 1.64 mmol), methyl mercaptoacetate (73 μL, 0.82 mmol), tris(dibenzylideneacetone)dipalladium(0) (37.5 mg, 0.041 mmol) and 4,5-bis(diphenylphosphino)-9,9-dimethylxanthene (47.4 mg, 0.082 mmol) in 1,4-dioxane was microwaved at 120° C. for 30 min. The reaction mixture was cooled to room temperature and filtered through a pad of celite. The f... Reactants: C[O-].[Na+] (sodium methoxide), ClC=1C(=NC=C(C1)C(F)(F)F)C1=CC(=C(C=C1)Cl)OC (3-chloro-2-(4-chloro-3-methoxyphenyl)-5-trifluoromethylpyridine), ice water. Solvent: CO (methanol). The product is ClC1=C(C=C(C=C1)C1=NC=C(C=C1OC)C(F)(F)F)OC (2-(4-Chloro-3-methoxyphenyl)-5-trifluoromethyl-3-methoxypyridine). As a reaction SMILES: [CH3:1][O-:2].[Na+].Cl[C:5]1[C:6]([C:15]2[CH:20]=[CH:19][C:18]([Cl:21])=[C:17]([O:22][CH3:23])[CH:16]=2)=[N:7][CH:8]=[C:9]([C:11]([F:14])([F:13])[F:12])[CH:10]=1>CO>[Cl:21][C:18]1[CH:19]=[CH:20][C:15]([C:6]2[C:5]([O:2][CH3:1])=[CH:10][C:9]([C:11]([F:14])([F:13])[F:12])=[CH:8][N:7]=2)=[CH:16][C:17]=1[O:22][CH3:23] |f:0.1|. Procedure: 33.5 g of a 30% strength methanolic solution of sodium methoxide were added to a solution of 3.0 g (9.3 mmol) of 3-chloro-2-(4-chloro-3-methoxyphenyl)-5-trifluoromethylpyridine in 100 ml of methanol. The mixture was refluxed for 20 h and then poured into about 500 ml of ice-water. The product was extracted from the aqueous phase with 3×100 ml of methylene chloride. The combined organic phases were dried over sodium sulfate and concentrated. The oily residue was induced to crystallize by triturat... Starting materials: O=C([O-])[O-], CC#N, OC1(c2ccc(F)c(Cl)c2)CCNC1, CCCI, [K+], [K+]. The product is CCCN1CCC(O)(c2ccc(F)c(Cl)c2)C1. RXN SMILES: [C:15](=[O:16])([O-:17])[O-:18].[CH3:25][C:26]#[N:27].[Cl:1][c:2]1[cH:3][c:4]([C:9]2([OH:14])[CH2:10][NH:11][CH2:12][CH2:13]2)[cH:5][cH:6][c:7]1[F:8].[I:21][CH2:22][CH2:23][CH3:24].[K+:19].[K+:20]>>[Cl:1][c:2]1[cH:3][c:4]([C:9]2([OH:14])[CH2:10][N:11]([CH2:22][CH2:23][CH3:24])[CH2:12][CH2:13]2)[cH:5][cH:6][c:7]1[F:8]. Solvent: C1(=CC=CC=C1)C (toluene), O (water), C(C)O (ethanol), CO (methanol). Reactants: Cl (HCl), [OH-].[Na+] (NaOH), Cl (HCl), COC(C1=CC=C(C=C1)OC(CCC)C)=O (p-(1-methyl-butyloxy)benzoic acid methyl ester), [OH-].[K+] (KOH), CC(CCC)OS(=O)(=O)C1=CC=C(C=C1)C (p-toluenesulfonic acid 1-methyl-butyl ester), COC(C1=CC=C(C=C1)O)=O (p-hydroxybenzoic acid methyl ester). Reported procedure: On the other hand, p-hydroxybenzoic acid methyl ester (28.5 g, 0.187 mol) was dissolved in methanol (120 ml), followed by adding and dissolving KOH (10.1 g, 0.187 mol), adding to the solution, optically active p-toluenesulfonic acid 1-methyl-butyl ester obtained above (50 g, 0.206 mol), keeping the mixture under reflux for 4 hours, cooling, adding toluene (200 ml) and 6N-HCl (50 ml), washing the toluene layer with 2N-NaOH aqueous solution, then with water till the washing water became neutral, a... Product: CC(CCC)OC1=CC=C(C(=O)O)C=C1 (p-(1-methyl-butyloxy)benzoic acid). RXN SMILES: COC(=O)C1C=CC(O)=CC=1.[OH-].[K+].CC(OS(C1C=CC(C)=CC=1)(=O)=O)CCC.Cl.C[O:32][C:33](=[O:46])[C:34]1[CH:39]=[CH:38][C:37]([O:40][CH:41]([CH3:45])[CH2:42][CH2:43][CH3:44])=[CH:36][CH:35]=1.[OH-].[Na+]>CO.C(O)C.O.C1(C)C=CC=CC=1>[CH3:45][CH:41]([O:40][C:37]1[CH:36]=[CH:35][C:34]([C:33]([OH:46])=[O:32])=[CH:39][CH:38]=1)[CH2:42][CH2:43][CH3:44] |f:1.2,6.7|.